This data is from the Open Reaction Database (ORD), a public repository of structured organic reaction records. The task is: describe an organic reaction: reactants, conditions, products, and yield Reactants: OBO, Cn1ccc2ccccc21, Cc1ccccc1, [K+], [K+], [K+], Nc1cncc(Br)c1, O=C(C=Cc1ccccc1)C=Cc1ccccc1, O=C(C=Cc1ccccc1)C=Cc1ccccc1, O=C(C=Cc1ccccc1)C=Cc1ccccc1, O=P([O-])([O-])[O-], [Pd], [Pd]. The product is Cn1c(-c2cncc(N)c2)cc2ccccc21. RXN SMILES: [BH:9]([OH:10])[OH:11].[CH3:12][n:13]1[cH:14][cH:15][c:16]2[cH:17][cH:18][cH:19][cH:20][c:21]12.[CH3:86][c:87]1[cH:88][cH:89][cH:90][cH:91][cH:92]1.[K+:27].[K+:28].[K+:29].[NH2:1][c:2]1[cH:3][n:4][cH:5][c:6]([Br:8])[cH:7]1.[O:32]=[C:33]([CH:34]=[CH:35][c:36]1[cH:37][cH:38][cH:39][cH:40][cH:41]1)[CH:42]=[CH:43][c:44]1[cH:45][cH:46][cH:47][cH:48][cH:49]1.[O:50]=[C:51]([CH:52]=[CH:53][c:54]1[cH:55][cH:56][cH:57][cH:58][cH:59]1)[CH:60]=[CH:61][c:62]1[cH:63][cH:64][cH:65][cH:66][cH:67]1.[O:68]=[C:69]([CH:70]=[CH:71][c:72]1[cH:73][cH:74][cH:75][cH:76][cH:77]1)[CH:78]=[CH:79][c:80]1[cH:81][cH:82][cH:83][cH:84][cH:85]1.[P:22]([O-:23])([O-:24])([O-:25])=[O:26].[Pd:30].[Pd:31]>>[NH2:1][c:2]1[cH:3][n:4][cH:5][c:6](-[c:14]2[n:13]([CH3:12])[c:21]3[c:16]([cH:15]2)[cH:17][cH:18][cH:19][cH:20]3)[cH:7]1.